From a dataset of the Open Reaction Database (ORD), a public repository of structured organic reaction records. describe an organic reaction: reactants, conditions, products, and yield Reactants: C1=C(C=CC2=CC=CC=C12)OS(=O)(=O)C(F)(F)F (2-Naphthyltriflate), CC(C)([O-])C.[Na+] (sodium t-butoxide), N1CCCCC1 (Piperidine), FC(C(F)(F)[*:1])(F)[*:2] (polytetrafluoroethylene). Reagents/catalysts: C1=CC=C(C=C1)P([C-]2C=CC=C2)C3=CC=CC=C3.C1=CC=C(C=C1)P([C-]2C=CC=C2)C3=CC=CC=C3.[Fe+2] (DPPF), C=1C=CC(=CC1)/C=C/C(=O)/C=C/C2=CC=CC=C2.C=1C=CC(=CC1)/C=C/C(=O)/C=C/C2=CC=CC=C2.[Pd] (Pd(dba)2). The solvent is C1(=CC=CC=C1)C (toluene), C1(=CC=CC=C1)C (toluene). Conditions: temperature 105 celsius. Product: C1=C(C=CC2=CC=CC=C12)N1CCCCC1 (N-(2-naphthyl)piperidine). Yield: 76.8%. RXN SMILES: CC(C)([O-])C.[Na+].[CH:7]1[C:16]2[C:11](=[CH:12][CH:13]=[CH:14][CH:15]=2)[CH:10]=[CH:9][C:8]=1OS(C(F)(F)F)(=O)=O.[NH:25]1[CH2:30][CH2:29][CH2:28][CH2:27][CH2:26]1>C1(C)C=CC=CC=1.C1C=CC(/C=C/C(/C=C/C2C=CC=CC=2)=O)=CC=1.C1C=CC(/C=C/C(/C=C/C2C=CC=CC=2)=O)=CC=1.[Pd].C1C=CC(P(C2C=CC=CC=2)[C-]2C=CC=C2)=CC=1.C1C=CC(P(C2C=CC=CC=2)[C-]2C=CC=C2)=CC=1.[Fe+2]>[CH:7]1[C:16]2[C:11](=[CH:12][CH:13]=[CH:14][CH:15]=2)[CH:10]=[CH:9][C:8]=1[N:25]1[CH2:30][CH2:29][CH2:28][CH2:27][CH2:26]1 |f:0.1,5.6.7,8.9.10|. Procedure details: The method described in this example is representative of method "A". Into a screw-capped test tube were weighed 8.6 mg (0.015 mmol) Pd(dba)2, 12.8 mg (0.023 mmol) DPPF, and 44.3 mg (0.462 mmol) sodium t-butoxide (NaO-t-Bu). The solid materials were suspended in 8 ml of toluene. 2-Naphthyltriflate (85.0 mg, 0.308 mmol) was dissolved in 1 ml of toluene and added to the test tube. The test tube was sealed with a cap containing a polytetrafluoroethylene (PTFE) septum and removed from the dry box. P... Starting materials: O.C1(=CC=C(C=C1)S(=O)(=O)O)C (p-toluenesulfonic acid monohydrate), CS(=O)(=O)OC(C)C(CCO[Si](C(C)C)(C(C)C)C(C)C)C1=CC=CC=C1 (3-phenyl-5-((tris(propan-2-yl)silyl)oxy)pentan-2-yl methanesulfonate), C(C)(=O)OCC (ethyl acetate), C(O)([O-])=O.[Na+] (sodium hydrogen carbonate). Solvent: CO (methanol). Run at time 1 hour. Product: CS(=O)(=O)OC(C)C(CCO)C1=CC=CC=C1 (5-hydroxy-3-phenylpentan-2-yl methanesulfonate). The yield is 85.6%. RXN SMILES: O.C1(C)C=CC(S(O)(=O)=O)=CC=1.[CH3:13][S:14]([O:17][CH:18]([CH:20]([C:34]1[CH:39]=[CH:38][CH:37]=[CH:36][CH:35]=1)[CH2:21][CH2:22][O:23][Si](C(C)C)(C(C)C)C(C)C)[CH3:19])(=[O:16])=[O:15].C(OCC)(=O)C.C(=O)([O-])O.[Na+]>CO>[CH3:13][S:14]([O:17][CH:18]([CH:20]([C:34]1[CH:35]=[CH:36][CH:37]=[CH:38][CH:39]=1)[CH2:21][CH2:22][OH:23])[CH3:19])(=[O:16])=[O:15] |f:0.1,4.5|. Procedure details: 0.24 g of p-toluenesulfonic acid monohydrate was added to a solution of 1.05 g of 3-phenyl-5-((tris(propan-2-yl)silyl)oxy)pentan-2-yl methanesulfonate in 15 mL of methanol, and the obtained mixture was then stirred at room temperature for 1 hour. Thereafter, ethyl acetate and a saturated sodium hydrogen carbonate aqueous solution were added to the reaction mixture. The organic layer was fractionated, and it was successively washed with water and a saturated sodium chloride aqueous solution, and ... Reaction SMILES: [NH2:1][C:2]1[C:11]2[C:6](=[CH:7][CH:8]=[CH:9][CH:10]=2)[C:5]([S:12]([OH:15])(=[O:14])=[O:13])=[CH:4][CH:3]=1.[N:16]1[CH:21]=[CH:20][CH:19]=[CH:18][CH:17]=1.[C:22](OC(=O)C)(=[O:24])[CH3:23]>C(O)C>[C:22]([NH:1][C:2]1[C:11]2[C:6](=[CH:7][CH:8]=[CH:9][CH:10]=2)[C:5]([S:12]([OH:15])(=[O:13])=[O:14])=[CH:4][CH:3]=1)(=[O:24])[CH3:23].[N:16]1[CH:21]=[CH:20][CH:19]=[CH:18][CH:17]=1 |f:4.5|. Reaction conditions: time 3 hour. Run in C(C)O (ethanol). Isolated yield 59.4%. Product: C(C)(=O)NC1=CC=C(C2=CC=CC=C12)S(=O)(=O)O.N1=CC=CC=C1 (pyridine N-acetyl-1-aminonaphthalene-4-sulphonate). Procedure details: 12 g (0.05 mole) of 1-amino-4-naphthalenesulphonic acid, 7.2 ml of pyridine and 15 ml of acetic anhydride are placed in a flask provided with a stirrer and heater. The mixture is heated until the solution is clear, at which point 10 ml of absolute ethanol is added and the mixture is allowed to cool, first to ambient temperature and then in a refrigerator to 3° C. for 3 hours. The precipitate obtained is collected in a filter and is recrystallized in ethanol to give 11 g (Yield 59.4%) of pyridine... Starting materials: NC1=CC=C(C2=CC=CC=C12)S(=O)(=O)O (1-amino-4-naphthalenesulphonic acid), N1=CC=CC=C1 (pyridine), C(C)(=O)OC(C)=O (acetic anhydride). Reactants: solution, CC(C)([O-])C.[K+] (potassium tert-butoxide), ClC(=O)OC1CC(CCC1C(C)(C)C1=CC=CC=C1)C (8-phenylmenthol chloroformate), BrC=1C=C(C=CC1F)C1C2=C(NC3=C1S(CC3)(=O)=O)COCC2=O (9-(3-bromo-4-fluorophenyl)-2,3,5,9-tetrahydro-4H-pyrano[3,4-b]thieno[2,3-e]pyridin-8(7H)-one 1,1-dioxide), C1(=CC=CC=C1)C(C1C(CC(CC1)C)O)(C)C ((−)-8-phenylmenthol). Run in C1CCOC1 (THF), C1CCOC1 (THF), C1CCOC1 (THF), C(Cl)Cl (methylene chloride). Conditions: time 30 minute. The product is BrC=1C=C(C=CC1F)C1C2=C(N(C3=C1S(CC3)(=O)=O)C(=O)O[C@H]3[C@@H](CC[C@H](C3)C)C(C)(C3=CC=CC=C3)C)COCC2=O ((1R,2S,5R)-5-methyl-2-(1-methyl-1-phenylethyl)cyclohexyl 9-(3-bromo-4-fluorophenyl)-8-oxo-2,3,5,7,8,9-hexahydro-4H-pyrano[3,4-b]thieno[2,3-e]pyridine-4-carboxylate 1,1-dioxide). RXN SMILES: [Br:1][C:2]1[CH:3]=[C:4]([CH:9]2[C:14]3[S:15](=[O:19])(=[O:18])[CH2:16][CH2:17][C:13]=3[NH:12][C:11]3[CH2:20][O:21][CH2:22][C:23](=[O:24])[C:10]2=3)[CH:5]=[CH:6][C:7]=1[F:8].CC(C)([O-])C.[K+].Cl[C:32]([O:34][CH:35]1[CH:40]([C:41]([C:44]2[CH:49]=[CH:48][CH:47]=[CH:46][CH:45]=2)([CH3:43])[CH3:42])[CH2:39][CH2:38][CH:37]([CH3:50])[CH2:36]1)=[O:33].C1(C(C)(C)C2CCC(C)CC2O)C=CC=CC=1>C1COCC1.C(Cl)Cl>[Br:1][C:2]1[CH:3]=[C:4]([CH:9]2[C:14]3[S:15](=[O:18])(=[O:19])[CH2:16][CH2:17][C:13]=3[N:12]([C:32]([O:34][C@@H:35]3[CH2:36][C@H:37]([CH3:50])[CH2:38][CH2:39][C@H:40]3[C:41]([CH3:42])([C:44]3[CH:49]=[CH:48][CH:47]=[CH:46][CH:45]=3)[CH3:43])=[O:33])[C:11]3[CH2:20][O:21][CH2:22][C:23](=[O:24])[C:10]2=3)[CH:5]=[CH:6][C:7]=1[F:8] |f:1.2|. Procedure details: To a suspension of the product from Example 11D (1.58 g, 3.7 mmol) in THF (40 mL) at 0° C. under a nitrogen atmosphere was added a 1M solution of potassium tert-butoxide in THF (4.1 mL) dropwise over 5 minutes. The mixture was stirred at ambient temperature for 30 minutes, cooled to 0° C., treated with a solution of 8-phenylmenthol chloroformate prepared from (−)-8-phenylmenthol as described in (Yamamoto, Y., J. Amer. Chem. Soc. (1992), 114, 121-125) (1.31 g, 4.4 mmol) in THF (20 mL) over 5 minu... Reactants: FC1=C(C(=CC(=C1)C(C)(C)O)F)C1=CC(=C(S1)NC1=NC(=CC=C1)C(CF)=O)C(=O)N (5-[2,6-difluoro-4-(1-hydroxy-1-methylethyl)phenyl]-2-{[6-(fluoroacetyl)pyridin-2-yl]amino}thiophene-3-carboxamide), [BH4-].[Na+] (Sodium borohydride). Solvent: CO (methanol). Conditions: time 8 hour. Product: FC1=C(C(=CC(=C1)C(C)(C)O)F)C1=CC(=C(S1)NC1=NC(=CC=C1)C(CF)O)C(=O)N (5-[2,6-Difluoro-4-(1-hydroxy-1-methylethyl)phenyl]-2-{[6-(2-fluoro-1-hydroxyethyl)pyridin-2-yl]amino}thiophene-3-carboxamide). As a reaction SMILES: [F:1][C:2]1[CH:7]=[C:6]([C:8]([OH:11])([CH3:10])[CH3:9])[CH:5]=[C:4]([F:12])[C:3]=1[C:13]1[S:17][C:16]([NH:18][C:19]2[CH:24]=[CH:23][CH:22]=[C:21]([C:25](=[O:28])[CH2:26][F:27])[N:20]=2)=[C:15]([C:29]([NH2:31])=[O:30])[CH:14]=1.[BH4-].[Na+]>CO>[F:1][C:2]1[CH:7]=[C:6]([C:8]([OH:11])([CH3:9])[CH3:10])[CH:5]=[C:4]([F:12])[C:3]=1[C:13]1[S:17][C:16]([NH:18][C:19]2[CH:24]=[CH:23][CH:22]=[C:21]([CH:25]([OH:28])[CH2:26][F:27])[N:20]=2)=[C:15]([C:29]([NH2:31])=[O:30])[CH:14]=1 |f:1.2|. Procedure: In a dry flask, 5-[2,6-difluoro-4-(1-hydroxy-1-methylethyl)phenyl]-2-{[6-(fluoroacetyl)pyridin-2-yl]amino}thiophene-3-carboxamide (33.6 mg, 0.08 mmol) was taken up in methanol (0.75 ml) at room temperature. Sodium borohydride (6 mg, 0.15 mmol) was added in small portions and the reaction mixture was stirred at room temperature overnight. The reaction was quenched with aqueous sodium bicarbonate and extracted three times with ethyl acetate. All organic layers were combined, dried over anhydrous m... Yields the product CN1CS(=O)c2cc(C(O)c3ccccc3)ccc21. As a reaction SMILES: [BH4-:20].[CH3:1][N:2]1[CH2:3][S:4](=[O:19])[c:5]2[c:6]1[cH:7][cH:8][c:9]([C:11]([c:12]1[cH:13][cH:14][cH:15][cH:16][cH:17]1)=[O:18])[cH:10]2.[CH3:22][OH:23].[Na+:21]>>[CH3:1][N:2]1[CH2:3][S:4](=[O:19])[c:5]2[c:6]1[cH:7][cH:8][c:9]([CH:11]([c:12]1[cH:13][cH:14][cH:15][cH:16][cH:17]1)[OH:18])[cH:10]2. Reactants: [BH4-], CN1CS(=O)c2cc(C(=O)c3ccccc3)ccc21, CO, [Na+]. Starting materials: C(C)(C)N(CC)C(C)C (IPEA), C=1C=CC2=C(C1)N=NN2O (HOBT), FC(C(=O)O)(F)F.ClCCCC(C(=O)O)=CC1=CC(=C(C=C1)N1C=NC(=C1)C)OC (5-chloro-2-(3-methoxy-4-(4-methyl-1H-imidazol-1-yl)benzylidene)valeric acid trifluoroacetate), FC1=C(C(=CC=C1)F)C(C)N (1-(2,6-difluorophenyl)ethylamine). The solvent is C(C)(=O)OCC (ethyl acetate), O (Water), CN(C)C=O (DMF), C(CCl)Cl (EDC). Reaction conditions: time 1 hour. Product: FC1=C(C(=CC=C1)F)C(C)NC(C(CCCCl)=CC1=CC(=C(C=C1)N1C=NC(=C1)C)OC)=O (5-chloro-2-(3-methoxy-4-(4-methyl-1H-imidazol-1-yl)benzylidene)valeric acid (1-(2,6-difluorophenyl)ethyl)amide). As a reaction SMILES: C(N(C(C)C)CC)(C)C.C1C=CC2N(O)N=NC=2C=1.FC(F)(F)C(O)=O.[Cl:27][CH2:28][CH2:29][CH2:30][C:31](=[CH:35][C:36]1[CH:41]=[CH:40][C:39]([N:42]2[CH:46]=[C:45]([CH3:47])[N:44]=[CH:43]2)=[C:38]([O:48][CH3:49])[CH:37]=1)[C:32]([OH:34])=O.[F:50][C:51]1[CH:56]=[CH:55][CH:54]=[C:53]([F:57])[C:52]=1[CH:58]([NH2:60])[CH3:59]>CN(C=O)C.C(OCC)(=O)C.O.C(Cl)CCl>[F:50][C:51]1[CH:56]=[CH:55][CH:54]=[C:53]([F:57])[C:52]=1[CH:58]([NH:60][C:32](=[O:34])[C:31](=[CH:35][C:36]1[CH:41]=[CH:40][C:39]([N:42]2[CH:46]=[C:45]([CH3:47])[N:44]=[CH:43]2)=[C:38]([O:48][CH3:49])[CH:37]=1)[CH2:30][CH2:29][CH2:28][Cl:27])[CH3:59] |f:2.3|. Procedure details: IPEA (1 mL.), EDC (257 mg) and HOBT (181 mg) were added to a solution of 5-chloro-2-(3-methoxy-4-(4-methyl-1H-imidazol-1-yl)benzylidene)valeric acid trifluoroacetate (200 mg) and 1-(2,6-difluorophenyl)ethylamine (purity: 50 wt %, 210 mg) in DMF (5 mL), and the reaction solution was stirred at room temperature for 1 hour. Water and ethyl acetate were added to the reaction solution and the organic layer was partitioned. The resulting organic layer was dried over anhydrous magnesium sulfate, and th...